From a dataset of the Open Reaction Database (ORD), a public repository of structured organic reaction records. describe an organic reaction: reactants, conditions, products, and yield The reactants are BrB(Br)Br, COc1cc(C(C)(C)C)cc(C(C)(C)C)c1-c1ccc(Cl)cc1, CC(C)=O, ClCCl, O. The product is CC(C)(C)c1cc(O)c(-c2ccc(Cl)cc2)c(C(C)(C)C)c1. Reaction SMILES: [B:28]([Br:29])([Br:30])[Br:31].[C:1]([CH3:2])([CH3:3])([CH3:4])[c:5]1[c:6](-[c:17]2[cH:18][cH:19][c:20]([Cl:23])[cH:21][cH:22]2)[c:7]([O:15][CH3:16])[cH:8][c:9]([C:11]([CH3:12])([CH3:13])[CH3:14])[cH:10]1.[CH3:24][C:25](=[O:26])[CH3:27].[Cl:33][CH2:34][Cl:35].[OH2:32]>>[C:1]([CH3:2])([CH3:3])([CH3:4])[c:5]1[c:6](-[c:17]2[cH:18][cH:19][c:20]([Cl:23])[cH:21][cH:22]2)[c:7]([OH:15])[cH:8][c:9]([C:11]([CH3:12])([CH3:13])[CH3:14])[cH:10]1.